This data is from the Open Reaction Database (ORD), a public repository of structured organic reaction records. The task is: describe an organic reaction: reactants, conditions, products, and yield The yield is 72.8%. The reactants are C(C)OC(=O)C1=CC=C(C=C1)NC(NCC1=CN(C=C1)C1=C(C=C2NC(C(NC2=C1)=O)=O)C(F)(F)F)=O (N′-(4-Ethoxycarbonylphenyl)-N-(1-(6-trifluoromethyl-quinoxaline-2,3(1H,4H)dion-7-yl)pyrrol-3-ylmethyl)urea), [OH-].[Li+] (lithium hydroxide). The solvent is O (water). The product is C(=O)(O)C1=CC=C(C=C1)NC(NCC1=CN(C=C1)C1=C(C=C2NC(C(NC2=C1)=O)=O)C(F)(F)F)=O (N′-(4-Carboxyphenyl)-N-(1-(6-trifluoromethylquinoxaline-2,3-(1H,4H) dion-7-yl)pyrrol-3-ylmethyl)urea). Procedure details: 1.6 g (3.1 mmol) of the compound from Example 1 and 0.3 g (12.4 mmol) of lithium hydroxide were stirred in 40 ml of water at room temperature for 2 h. The mixture was then filtered, and the filtrate was neutralized with 1 M hydrochloric acid. The resulting precipitate was filtered off with suction. 1.1 g (74%) of the product were obtained. As a reaction SMILES: C([O:3][C:4]([C:6]1[CH:11]=[CH:10][C:9]([NH:12][C:13](=[O:37])[NH:14][CH2:15][C:16]2[CH:20]=[CH:19][N:18]([C:21]3[CH:30]=[C:29]4[C:24]([NH:25][C:26](=[O:32])[C:27](=[O:31])[NH:28]4)=[CH:23][C:22]=3[C:33]([F:36])([F:35])[F:34])[CH:17]=2)=[CH:8][CH:7]=1)=[O:5])C.[OH-].[Li+]>O>[C:4]([C:6]1[CH:11]=[CH:10][C:9]([NH:12][C:13](=[O:37])[NH:14][CH2:15][C:16]2[CH:20]=[CH:19][N:18]([C:21]3[CH:30]=[C:29]4[C:24]([NH:25][C:26](=[O:32])[C:27](=[O:31])[NH:28]4)=[CH:23][C:22]=3[C:33]([F:36])([F:35])[F:34])[CH:17]=2)=[CH:8][CH:7]=1)([OH:5])=[O:3] |f:1.2|. Starting materials: C(CCC)N1CCC(=CC2=C1C=CC(=C2)C2=CC=C(C=C2)OCCOCCC)C(=O)OC (methyl 1-butyl-7-[4-(2-propoxyethoxy)phenyl]-2,3-dihydro-1H-1-benzazepine-4-carboxylate), [OH-].[Na+] (sodium hydroxide). Reaction SMILES: [CH2:1]([N:5]1[C:11]2[CH:12]=[CH:13][C:14]([C:16]3[CH:21]=[CH:20][C:19]([O:22][CH2:23][CH2:24][O:25][CH2:26][CH2:27][CH3:28])=[CH:18][CH:17]=3)=[CH:15][C:10]=2[CH:9]=[C:8]([C:29]([O:31]C)=[O:30])[CH2:7][CH2:6]1)[CH2:2][CH2:3][CH3:4].[OH-].[Na+]>CO.C1COCC1>[CH2:1]([N:5]1[C:11]2[CH:12]=[CH:13][C:14]([C:16]3[CH:17]=[CH:18][C:19]([O:22][CH2:23][CH2:24][O:25][CH2:26][CH2:27][CH3:28])=[CH:20][CH:21]=3)=[CH:15][C:10]=2[CH:9]=[C:8]([C:29]([OH:31])=[O:30])[CH2:7][CH2:6]1)[CH2:2][CH2:3][CH3:4] |f:1.2|. Product: C(CCC)N1CCC(=CC2=C1C=CC(=C2)C2=CC=C(C=C2)OCCOCCC)C(=O)O (1-butyl-7-[4-(2-propoxyethoxy)phenyl]-2,3-dihydro-1H-1-benzazepine-4-carboxylic acid). Yield: 78.5%. Reported procedure: In methanol (25 ml) and THF (25 ml) was dissolved methyl 1-butyl-7-[4-(2-propoxyethoxy)phenyl]-2,3-dihydro-1H-1-benzazepine-4-carboxylate (0.5 g). To the solution was added 1N sodium hydroxide solution (17 ml), and the mixture was heated to stir at 50° C. for 5 hours, concentrated, neutralized with 1N hydrochloric acid and extracted with ethyl acetate. The organic layer was washed with water and saturated brine and dried with anhydrous magnesium sulfate. The solvent was evaporated to give 1-buty... Reaction conditions: temperature 50 celsius, time 5 hour. Run in CO (methanol), C1CCOC1 (THF). Starting materials: N(O)=C1CC2=CC=CC=C2CC1 (2-oximino-3,4-dihydronaphthalen), C(C)(=O)OC(C)=O (acetic anhydride), O1CCCC1 (tetrahydrofuran). Reagents/catalysts: [Pd] (Pd/C). Product: C(C)(=O)NC1C(C2=CC=CC=C2CC1)=O (2-Acetamido-3,4-dihydronaphthalen-1(2H)-one). Reaction SMILES: [N:1](=[C:3]1[CH2:12][CH2:11][C:10]2[C:5](=[CH:6][CH:7]=[CH:8][CH:9]=2)[CH2:4]1)O.[C:13](OC(=O)C)(=[O:15])[CH3:14].[O:20]1CCCC1>[Pd]>[C:13]([NH:1][CH:3]1[CH2:12][CH2:11][C:10]2[C:5](=[CH:6][CH:7]=[CH:8][CH:9]=2)[C:4]1=[O:20])(=[O:15])[CH3:14]. Procedure details: A slurry of 2-oximino-3,4-dihydronaphthalen-[1(2H)-one (8.75 gm, 0.05 m) acetic anhydride (25 ml), tetrahydrofuran (150 ml) and Pd/C (10%, 500 mg) was hydrogenated on a Parr apparatus for 3 hours. The catalyst was removed by filtration through diatomaceous earth. The organic solvents were evaporated under reduced pressure (20 mm) to yield the product as an oil, which was used in the next step without further purification. Starting materials: C(C)(C)(C)OC(=O)C1NC=C(CC1)C1C(NC2=CC(=CC=C12)Cl)=O (rac-5-[6-chloro-2-oxo-2,3-dihydro-1H-indol-3-yl]-3,4-dihydro-2H-pyridine-carboxylic acid tert-butyl ester), ClC=1C=C(CBr)C=CC1 (3-chlorobenzyl bromide), [I-].[K+] (potassium iodide), C([O-])([O-])=O.[K+].[K+] (potassium carbonate). Run in CC(=O)C (acetone), C(C)(=O)OCC (ethyl acetate). Run at temperature 60 celsius. Yields the product C(C)(C)(C)OC(=O)C1NC=C(CC1)C1(C(NC2=CC(=CC=C12)Cl)=O)CC1=CC(=CC=C1)Cl (rac-5-[6-chloro-3-(3-chloro-benzyl)-2-oxo-2,3-dihydro-1H-indol-3-yl]-3,4-dihydro-2H-pyridine-carboxylic acid tert-butyl ester). As a reaction SMILES: [C:1]([O:5][C:6]([CH:8]1[CH2:13][CH2:12][C:11]([CH:14]2[C:22]3[C:17](=[CH:18][C:19]([Cl:23])=[CH:20][CH:21]=3)[NH:16][C:15]2=[O:24])=[CH:10][NH:9]1)=[O:7])([CH3:4])([CH3:3])[CH3:2].[Cl:25][C:26]1[CH:27]=[C:28]([CH:31]=[CH:32][CH:33]=1)[CH2:29]Br.[I-].[K+].C(=O)([O-])[O-].[K+].[K+]>CC(C)=O.C(OCC)(=O)C>[C:1]([O:5][C:6]([CH:8]1[CH2:13][CH2:12][C:11]([C:14]2([CH2:29][C:28]3[CH:31]=[CH:32][CH:33]=[C:26]([Cl:25])[CH:27]=3)[C:22]3[C:17](=[CH:18][C:19]([Cl:23])=[CH:20][CH:21]=3)[NH:16][C:15]2=[O:24])=[CH:10][NH:9]1)=[O:7])([CH3:4])([CH3:2])[CH3:3] |f:2.3,4.5.6|. Reported procedure: A mixture of 5-[6-chloro-2-oxo-2,3-dihydro-1H-indol-3-yl]-3,4-dihydro-2H-pyridine-carboxylic acid tert-butyl ester (1.4 g, 4.00 mmol) (from Example 20a supra), 3-chlorobenzyl bromide (0.97 g, 4.67 mmol) (Aldrich), potassium iodide (0.79 g, 4.73 mmol) and potassium carbonate (1.2 g, 8.60 mmol) in acetone (30 mL) was heated at 60° C. for 12 hours in a capped pressure tube. After cooling, mixture was diluted with ethyl acetate and washed with water and brine. Aqueous layers were back washed with et... Procedure details: A mixture of 206a (2.24 g, 7.9 mmol), 6-nitropyridin-3-ol (1.0 g, 7.2 mmol), and Cs2CO3 (2.6 g, 7.9 mmol) in DMF (8 mL) was heated at 125° C. in a sealed tube overnight. The solid was filtered and washed with ethyl acetate (2×20 mL). The combined filtrate was evaporated in vacuo and the residue was purified on reverse-phase Combiflash to afford 206b (1.25 g, 59%). MS-ESI: [M+H]+ 296. The solvent is CN(C)C=O (DMF). Run at temperature 125 celsius. Starting materials: IC1CN(C1)C(=O)OC(C)(C)C (tert-Butyl 3-Iodoazetidine-1-carboxylate), [N+](=O)([O-])C1=CC=C(C=N1)O (6-nitropyridin-3-ol), C(=O)([O-])[O-].[Cs+].[Cs+] (Cs2CO3). RXN SMILES: I[CH:2]1[CH2:5][N:4]([C:6]([O:8][C:9]([CH3:12])([CH3:11])[CH3:10])=[O:7])[CH2:3]1.[N+:13]([C:16]1[N:21]=[CH:20][C:19]([OH:22])=[CH:18][CH:17]=1)([O-:15])=[O:14].C([O-])([O-])=O.[Cs+].[Cs+]>CN(C=O)C>[N+:13]([C:16]1[N:21]=[CH:20][C:19]([O:22][CH:2]2[CH2:5][N:4]([C:6]([O:8][C:9]([CH3:12])([CH3:11])[CH3:10])=[O:7])[CH2:3]2)=[CH:18][CH:17]=1)([O-:15])=[O:14] |f:2.3.4|. Isolated yield 58.8%. Yields the product [N+](=O)([O-])C1=CC=C(C=N1)OC1CN(C1)C(=O)OC(C)(C)C (tert-Butyl 3-(6-Nitropyridin-3-yloxy)azetidine-1-carboxylate). Reactants: CSc1nc2ccnn2c(=O)[nH]1, CN(C)c1ccccc1, CCOc1ccc(N)cc1, O=P(Cl)(Cl)Cl. Yields the product CSc1nc(Cl)n2nccc2n1. Reaction SMILES: [CH3:10][S:11][c:12]1[n:13][c:14]2[n:15]([c:16](=[O:18])[nH:17]1)[n:19][cH:20][cH:21]2.[CH3:1][N:2]([c:3]1[cH:4][cH:5][cH:6][cH:7][cH:8]1)[CH3:9].[CH3:22][CH2:23][O:24][c:25]1[cH:26][cH:27][c:28]([NH2:29])[cH:30][cH:31]1.[P:32]([Cl:33])([Cl:34])([Cl:35])=[O:36]>>[CH3:10][S:11][c:12]1[n:13][c:14]2[n:15]([c:16]([Cl:34])[n:17]1)[n:19][cH:20][cH:21]2.